Dataset: the Open Reaction Database (ORD), a public repository of structured organic reaction records. Task: describe an organic reaction: reactants, conditions, products, and yield Starting materials: IC1=C(C(=O)O)C=CC=C1 (2-iodobenzoic acid), [Cl-].[Cl-].[Cl-].[Al+3] (aluminum trichloride), C(CC)C1=NC=C2N1C=CC=C2 (3-propyl-imidazo[1,5-a]pyridine). Run in ClCCCl (1,2-dichloroethane), ClCCCl (1,2-dichloroethane). Reaction conditions: time 10 minute. The product is IC1=C(C=CC=C1)C(=O)C=1N=C(N2C1C=CC=C2)CCC ((2-iodo-phenyl)-(3-propyl-imidazo[1,5-a]pyridin-1-yl)-methanone). Isolated yield 14.7%. Reaction SMILES: [I:1][C:2]1[CH:10]=[CH:9][CH:8]=[CH:7][C:3]=1[C:4]([OH:6])=O.[Cl-].[Cl-].[Cl-].[Al+3].[CH2:15]([C:18]1[N:22]2[CH:23]=[CH:24][CH:25]=[CH:26][C:21]2=[CH:20][N:19]=1)[CH2:16][CH3:17]>ClCCCl>[I:1][C:2]1[CH:10]=[CH:9][CH:8]=[CH:7][C:3]=1[C:4]([C:20]1[N:19]=[C:18]([CH2:15][CH2:16][CH3:17])[N:22]2[CH:23]=[CH:24][CH:25]=[CH:26][C:21]=12)=[O:6] |f:1.2.3.4|. Reported procedure: To a solution of 2-iodobenzoic acid (487 mg, 1.83 mmol) in 1,2-dichloroethane (20 mL) was added aluminum trichloride (266 mg, 2.00 mmol). The mixture was allowed to stir for 10 min. then a solution of 3-propyl-imidazo[1,5-a]pyridine (139 mg, 0.87 mmol) in 1,2-dichloroethane (5 mL) was added. The mixture was stirred at ambient temperature for 30 min. then washed with saturated aqueous sodium bicarbonate and the organic layer was dried over anhydrous sodium sulfate and concentrated in vacuo. The r... Reactants: Cl.C(C=C)OC1=C(C=CC=C1)N1C=NC=C1 (Allyl-[2-(1-imidazolyl)-phenyl]-ether, Hydrochloride), Cl.C(C=C)OC1=C(C=CC=C1)N1C=NC=C1 (Allyl-[2-(1-imidazolyl)-phenyl]-ether, Hydrochloride), COC1=C(C=C(C=C1)[N+](=O)[O-])N1C=NC=C1 (1-(2-methoxy-5-nitrophenyl)-imidazole), C(C)(=O)OC(C)=O (acetic anhydride), [N+](=O)(O)[O-] (nitric acid). Yields the product N1(C=NC=C1)C1=C(C=CC(=C1)[N+](=O)[O-])O (2-(1-imidazolyl)-4-nitrophenol). Reaction SMILES: Cl.C(OC1C=CC=CC=1N1C=CN=C1)C=C.C(OC(=O)C)(=O)C.[N+]([O-])(O)=O.C[O:29][C:30]1[CH:35]=[CH:34][C:33]([N+:36]([O-:38])=[O:37])=[CH:32][C:31]=1[N:39]1[CH:43]=[CH:42][N:41]=[CH:40]1>>[N:39]1([C:31]2[CH:32]=[C:33]([N+:36]([O-:38])=[O:37])[CH:34]=[CH:35][C:30]=2[OH:29])[CH:43]=[CH:42][N:41]=[CH:40]1 |f:0.1|. Procedure: 2.15 g. of 1-(2-methoxyphenyl)-imidazole (literature citation in Example 56) is nitrated in a mixture of 60 ml. of acetic anhydride and 20 ml. of 65% nitric acid for 2 hours at 10°. By ether splitting (literature citation in Example 56) of the thus-formed 1-(2-methoxy-5-nitrophenyl)-imidazole (1.8 g.; m.p. 139°-140° from methylene chloride/ether), 420 mg. of 2-(1-imidazolyl)-4-nitrophenol is obtained according to the literature citation in Example 56. This product is etherified analogously to Ex... The reactants are CCCCCC, CC(C)=O, C#CCC(O)CCCCC, O. Product: C#CCC(=O)CCCCC. Reaction SMILES: [CH3:11][CH2:12][CH2:13][CH2:14][CH2:15][CH3:16].[CH3:18][C:19](=[O:20])[CH3:21].[CH:1]#[C:2][CH2:3][CH:4]([CH2:5][CH2:6][CH2:7][CH2:8][CH3:9])[OH:10].[OH2:17]>>[CH:1]#[C:2][CH2:3][C:4]([CH2:5][CH2:6][CH2:7][CH2:8][CH3:9])=[O:10]. Reactants: CCN(CC)P1(=NC(C)(C)C)N(CCCN1C)C (BEMP), C1(CCCCC1)CN1C(NN=C1CCN1CCN(CC1)C1=C(C=CC=C1)OC)=O (4-(cyclohexylmethyl)-5-{2-[4-(2-methoxyphenyl)piperazino]ethyl}-2,4-dihydro-3H-1,2,4-triazol-3-one), CI (methyl iodide). Run in C(Cl)Cl (DCM), CC#N (MeCN). Run at time 2 day. Product: C1(CCCCC1)CN1C(N(N=C1CCN1CCN(CC1)C1=C(C=CC=C1)OC)C)=O (4-(Cyclohexylmethyl)-5-{2-[4-(2-methoxyphenyl)piperazino]ethyl}-2-methyl-2,4-dihydro-3H-1,2,4-triazol-3-one). Isolated yield 82.3%. As a reaction SMILES: [CH3:1]CN(P1(N(C)CCCN1C)=NC(C)(C)C)CC.[CH:19]1([CH2:25][N:26]2[C:30]([CH2:31][CH2:32][N:33]3[CH2:38][CH2:37][N:36]([C:39]4[CH:44]=[CH:43][CH:42]=[CH:41][C:40]=4[O:45][CH3:46])[CH2:35][CH2:34]3)=[N:29][NH:28][C:27]2=[O:47])[CH2:24][CH2:23][CH2:22][CH2:21][CH2:20]1.CI>CC#N.C(Cl)Cl>[CH:19]1([CH2:25][N:26]2[C:30]([CH2:31][CH2:32][N:33]3[CH2:34][CH2:35][N:36]([C:39]4[CH:44]=[CH:43][CH:42]=[CH:41][C:40]=4[O:45][CH3:46])[CH2:37][CH2:38]3)=[N:29][N:28]([CH3:1])[C:27]2=[O:47])[CH2:24][CH2:23][CH2:22][CH2:21][CH2:20]1. Reported procedure: To a slurry of PS-BEMP (0.95 g, 2.08 mmol, 2.2 mmol/g) and 4-(cyclohexylmethyl)-5-{2-[4-(2-methoxyphenyl)piperazino]ethyl}-2,4-dihydro-3H-1,2,4-triazol-3-one (E17; 415 mg, 1.028 mmol) in MeCN (20 mL), methyl iodide (0.13 mL, 2.08 mmol) was added and the reaction mixture was stirred at room temperature for 2 days. The resin was filtered, washed with MeOH (25 mL) and the solvent was evaporated in vacuo to afford 560 mg crude yellow glassy solid. This was dissolved in DCM (3 mL) and purified by fla... The reactants are B, CCN(C(C)=O)c1cc(F)c([N+](=O)[O-])cc1F, CSC, C1CCOC1. Product: CCN(CC)c1cc(F)c([N+](=O)[O-])cc1F. Reaction SMILES: [BH3:21].[CH2:1]([CH3:2])[N:3]([C:4]([CH3:5])=[O:6])[c:7]1[c:8]([F:17])[cH:9][c:10]([N+:14](=[O:15])[O-:16])[c:11]([F:13])[cH:12]1.[CH3:18][S:19][CH3:20].[O:22]1[CH2:23][CH2:24][CH2:25][CH2:26]1>>[CH2:1]([CH3:2])[N:3]([CH2:4][CH3:5])[c:7]1[c:8]([F:17])[cH:9][c:10]([N+:14](=[O:15])[O-:16])[c:11]([F:13])[cH:12]1. The reactants are NC1=C(C=C(C=C1Br)Br)S(=O)(=O)N (2-Amino-3,5-dibromobenzenesulfonamide), NC1=C(C=C(C=C1Br)Br)S(=O)(=O)N (2-Amino-3,5-dibromobenzenesulfonamide), CCOC=O (ethylformiat). Run in C(C)N(CC)CC (triethylamine). Product: BrC1=CC(=CC2=C1N=CNS2(=O)=O)Br (5,7-Dibromo-1,2-dihydro-1,2,4-benzothiadiazine-1,1-dioxide). As a reaction SMILES: [NH2:1][C:2]1[C:7]([Br:8])=[CH:6][C:5]([Br:9])=[CH:4][C:3]=1[S:10]([NH2:13])(=[O:12])=[O:11].[CH3:14]COC=O>C(N(CC)CC)C>[Br:8][C:7]1[C:2]2[N:1]=[CH:14][NH:13][S:10](=[O:12])(=[O:11])[C:3]=2[CH:4]=[C:5]([Br:9])[CH:6]=1. Reported procedure: 2-Amino-3,5-dibromobenzenesulfonamide (see compound 125) was transformed by Method G (using ethylformiat and a catalytic amount of triethylamine). M.p. 289-292° C. Starting materials: CCOC(=O)Nc1ccc(S(=O)(=O)Cl)cc1[N+](=O)[O-], CCN(C(C)C)C(C)C, ClCCl, NCc1ccccc1. The product is CCOC(=O)Nc1ccc(S(=O)(=O)NCc2ccccc2)cc1[N+](=O)[O-]. As a reaction SMILES: [CH2:1]([CH3:2])[O:3][C:4]([NH:5][c:6]1[c:7]([N+:16](=[O:17])[O-:18])[cH:8][c:9]([S:12](=[O:13])(=[O:14])[Cl:15])[cH:10][cH:11]1)=[O:19].[CH:20]([N:21]([CH:22]([CH3:23])[CH3:24])[CH2:25][CH3:26])([CH3:27])[CH3:28].[Cl:37][CH2:38][Cl:39].[NH2:29][CH2:30][c:31]1[cH:32][cH:33][cH:34][cH:35][cH:36]1>>[CH2:1]([CH3:2])[O:3][C:4]([NH:5][c:6]1[c:7]([N+:16](=[O:17])[O-:18])[cH:8][c:9]([S:12](=[O:13])(=[O:14])[NH:29][CH2:30][c:31]2[cH:32][cH:33][cH:34][cH:35][cH:36]2)[cH:10][cH:11]1)=[O:19].